This data is from the Open Reaction Database (ORD), a public repository of structured organic reaction records. The task is: describe an organic reaction: reactants, conditions, products, and yield The reactants are C(C)C(CC)NC1=C(C(=NC(=C1)C)OC1=C(C=C(C=C1C)C(C)(C)O)C)C (2-[4-[4-(1-Ethyl-propylamino)-3,6-dimethyl-pyridin-2-yloxy]-3,5-dimethyl-phenyl)-propan-2-ol). Run in C1=CC=CC=C1 (benzene). The product is C(C)C(CC)NC1=C(C(=NC(=C1)C)OC1=C(C=C(C=C1C)C(=C)C)C)C ((1-Ethyl-propyl)-[2-(4-isopropenyl-2,6-dimethyl-phenoxy)-3,6-dimethyl-pyridin-4-yl]-amine). Procedure details: The title compound was prepared by reacting of 2-[4-[4-(1-Ethyl-propylamino)-3,6-dimethyl-pyridin-2-yloxy]-3,5-dimethyl-phenyl)-propan-2-ol with Burgess Inner salt (Et3NS(Q)2NCOOMe in benzene at reflux for 30 min. 1H NMR(CDCl3) d 7.17(s, 2H), 6.08(s, 1H), 5.34(s, 1H), 5.02(s, 1H), 3.72(d, 1H), 3.32(m, 1H), 2.12 and 2.15 (two sets of s, 12H), 1.4-1.6(m, 4H), 0.97(t, 6H) ppm. As a reaction SMILES: [CH2:1]([CH:3]([NH:6][C:7]1[CH:12]=[C:11]([CH3:13])[N:10]=[C:9]([O:14][C:15]2[C:20]([CH3:21])=[CH:19][C:18]([C:22](O)([CH3:24])[CH3:23])=[CH:17][C:16]=2[CH3:26])[C:8]=1[CH3:27])[CH2:4][CH3:5])[CH3:2]>C1C=CC=CC=1>[CH2:1]([CH:3]([NH:6][C:7]1[CH:12]=[C:11]([CH3:13])[N:10]=[C:9]([O:14][C:15]2[C:20]([CH3:21])=[CH:19][C:18]([C:22]([CH3:24])=[CH2:23])=[CH:17][C:16]=2[CH3:26])[C:8]=1[CH3:27])[CH2:4][CH3:5])[CH3:2]. Reactants: FC=1C=CC2=C(CC(O2)C(=O)N2CCN(CC2)CC2=CC=CC=C2)C1 (1-[(5-fluoro-2,3-dihydrobenzofur-2-yl)carbonyl]-4-benzylpiperazine), Cl.O(C1=CC=CC=C1)C(C(=O)N1CCN(CC1)CC1=CC=CC=C1)CC (1-(2-phenoxybutyryl)-4-benzylpiperazine hydrochloride). The product is O(C1=CC=CC=C1)C(CN1CCN(CC1)CC1=CC=CC=C1)CC (1-(2-PHENOXYBUTYL)-4-BENZYLPIPERAZINE). RXN SMILES: FC1C=CC2OC(C(N3CCN(CC4C=CC=CC=4)CC3)=O)CC=2C=1.Cl.[O:27]([CH:34]([CH2:50][CH3:51])[C:35]([N:37]1[CH2:42][CH2:41][N:40]([CH2:43][C:44]2[CH:49]=[CH:48][CH:47]=[CH:46][CH:45]=2)[CH2:39][CH2:38]1)=O)[C:28]1[CH:33]=[CH:32][CH:31]=[CH:30][CH:29]=1>>[O:27]([CH:34]([CH2:50][CH3:51])[CH2:35][N:37]1[CH2:38][CH2:39][N:40]([CH2:43][C:44]2[CH:45]=[CH:46][CH:47]=[CH:48][CH:49]=2)[CH2:41][CH2:42]1)[C:28]1[CH:29]=[CH:30][CH:31]=[CH:32][CH:33]=1 |f:1.2|. Procedure details: By carrying out the preparation as in Example 1, but replacing 1-[(5-fluoro-2,3-dihydrobenzofur-2-yl)carbonyl]-4-benzylpiperazine with the 1-(2-phenoxybutyryl)-4-benzylpiperazine hydrochloride obtained in Example 8, the title product is obtained. Product: CC(=O)CCN1CCN(c2ccccc2C2CC(C)(C)CC(C)(C)C2)CC1. The reactants are CC1(C)CC(c2ccccc2N2CCNCC2)CC(C)(C)C1, CCOC(C)=O, C=CC(C)=O, ClC(Cl)Cl. RXN SMILES: [CH3:1][C:2]1([CH3:22])[CH2:3][CH:4]([c:10]2[c:11]([N:16]3[CH2:17][CH2:18][NH:19][CH2:20][CH2:21]3)[cH:12][cH:13][cH:14][cH:15]2)[CH2:5][C:6]([CH3:8])([CH3:9])[CH2:7]1.[CH3:32][CH2:33][O:34][C:35](=[O:36])[CH3:37].[CH:23](=[CH2:24])[C:25](=[O:26])[CH3:27].[CH:28]([Cl:29])([Cl:30])[Cl:31]>>[CH3:1][C:2]1([CH3:22])[CH2:3][CH:4]([c:10]2[c:11]([N:16]3[CH2:17][CH2:18][N:19]([CH2:24][CH2:23][C:25](=[O:26])[CH3:27])[CH2:20][CH2:21]3)[cH:12][cH:13][cH:14][cH:15]2)[CH2:5][C:6]([CH3:8])([CH3:9])[CH2:7]1. Reactants: C1CCOC1, COC(=O)c1ccc(N2CCCCC2)c(C)c1, [Li+], [OH-], O. The product is Cc1cc(C(=O)O)ccc1N1CCCCC1. Reaction SMILES: [CH2:20]1[O:21][CH2:22][CH2:23][CH2:24]1.[CH3:3][c:4]1[cH:5][c:6]([C:7](=[O:8])[O:9][CH3:10])[cH:11][cH:12][c:13]1[N:14]1[CH2:15][CH2:16][CH2:17][CH2:18][CH2:19]1.[Li+:1].[OH-:2].[OH2:25]>>[CH3:3][c:4]1[cH:5][c:6]([C:7](=[O:8])[OH:9])[cH:11][cH:12][c:13]1[N:14]1[CH2:15][CH2:16][CH2:17][CH2:18][CH2:19]1.